Dataset: the Open Reaction Database (ORD), a public repository of structured organic reaction records. Task: describe an organic reaction: reactants, conditions, products, and yield Reactants: O=C(Cl)c1ccccc1, ClCCl, O=C1NC(c2ccccc2)CN1S(=O)(=O)c1ccc2c(c1)CCN2, c1ccncc1. The product is O=C(c1ccccc1)N1CCc2cc(S(=O)(=O)N3CC(c4ccccc4)NC3=O)ccc21. Reaction SMILES: [C:31]([c:32]1[cH:33][cH:34][cH:35][cH:36][cH:37]1)(=[O:38])[Cl:39].[Cl:40][CH2:41][Cl:42].[c:1]1([CH:7]2[NH:8][C:9](=[O:24])[N:10]([S:12](=[O:13])(=[O:14])[c:15]3[cH:16][c:17]4[c:21]([cH:22][cH:23]3)[NH:20][CH2:19][CH2:18]4)[CH2:11]2)[cH:2][cH:3][cH:4][cH:5][cH:6]1.[cH:25]1[cH:26][cH:27][n:28][cH:29][cH:30]1>>[c:1]1([CH:7]2[NH:8][C:9](=[O:24])[N:10]([S:12](=[O:13])(=[O:14])[c:15]3[cH:16][c:17]4[c:21]([cH:22][cH:23]3)[N:20]([C:31]([c:32]3[cH:33][cH:34][cH:35][cH:36][cH:37]3)=[O:38])[CH2:19][CH2:18]4)[CH2:11]2)[cH:2][cH:3][cH:4][cH:5][cH:6]1.